From a dataset of the Open Reaction Database (ORD), a public repository of structured organic reaction records. describe an organic reaction: reactants, conditions, products, and yield The reactants are C(C)(C)NC(C)C (diisopropylamine), solution, C(CCC)[Li] (n-butyllithium), ICCCC (1-iodo-butane), resultant mixture, ice, C(C(C)C)(=O)O (isobutyric acid). Solvent: C1CCOC1 (THF), CCCCCC (hexane), C1CCOC1 (THF). Conditions: time 2 hour. Product: CC(C(=O)O)(CCCC)C (2,2-Dimethylhexanoic Acid). Reaction SMILES: [CH:1](NC(C)C)([CH3:3])[CH3:2].[CH2:8]([Li])CCC.[C:13]([OH:18])(=[O:17])[CH:14]([CH3:16])[CH3:15].ICCCC>C1COCC1.CCCCCC>[CH3:15][C:14]([CH3:8])([CH2:16][CH2:2][CH2:1][CH3:3])[C:13]([OH:18])=[O:17]. Reported procedure: A solution of 102 g (1.02 mol) of diisopropylamine (distilled from calcium hydride) in 730 ml of dry THF was stirred under argon in an ice-bath as a full bottle (1.0 mol) of solution of n-butyllithium in hexane (Alpha, 2.4 M, ca. 417 ml) was added dropwise at a rate such that the temperature held below 8°. About halfway through the addition, the ice-bath was replaced by an ice-methanol bath to better control the temperature at 0° C. throughout the rest of the addition. The resultant mixture was ... Starting materials: CO, O=C[O-], [NH4+], N#Cc1ccc(O)c([N+](=O)[O-])c1. The product is N#Cc1ccc(O)c(N)c1. As a reaction SMILES: [CH3:17][OH:18].[CH:13]([O-:14])=[O:15].[NH4+:16].[OH:1][c:2]1[c:3]([N+:10]([O-:11])=[O:12])[cH:4][c:5]([C:6]#[N:7])[cH:8][cH:9]1>>[OH:1][c:2]1[c:3]([NH2:10])[cH:4][c:5]([C:6]#[N:7])[cH:8][cH:9]1. Starting materials: O=C(Nc1ccc(OCCCCc2ccccc2)cc1)c1cccc([N+](=O)[O-])c1OCc1ccccc1, CI, CN(C)C=O, [H-], [Na+], O. Product: CN(C(=O)c1cccc([N+](=O)[O-])c1OCc1ccccc1)c1ccc(OCCCCc2ccccc2)cc1. As a reaction SMILES: [CH2:1]([c:2]1[cH:3][cH:4][cH:5][cH:6][cH:7]1)[O:8][c:9]1[c:10]([C:11](=[O:12])[NH:13][c:14]2[cH:15][cH:16][c:17]([O:20][CH2:21][CH2:22][CH2:23][CH2:24][c:25]3[cH:26][cH:27][cH:28][cH:29][cH:30]3)[cH:18][cH:19]2)[cH:31][cH:32][cH:33][c:34]1[N+:35](=[O:36])[O-:37].[CH3:40][I:41].[CH3:43][N:44]([CH3:45])[CH:46]=[O:47].[H-:38].[Na+:39].[OH2:42]>>[CH2:1]([c:2]1[cH:3][cH:4][cH:5][cH:6][cH:7]1)[O:8][c:9]1[c:10]([C:11](=[O:12])[N:13]([c:14]2[cH:15][cH:16][c:17]([O:20][CH2:21][CH2:22][CH2:23][CH2:24][c:25]3[cH:26][cH:27][cH:28][cH:29][cH:30]3)[cH:18][cH:19]2)[CH3:40])[cH:31][cH:32][cH:33][c:34]1[N+:35](=[O:36])[O-:37]. The reactants are CC1=NC2=C(C(=CC=C2C=C1)N)N (2-methylquinoline-7,8-diamine), C(=O)C=O (glyoxal). The solvent is C(C)O (ethanol). Run at time 2 hour. Yields the product CC=1C=CC2=C(C=3N=CC=NC3C=C2)N1 (9-methylpyrido[2,3-f]quinoxaline). The yield is 103.8%. Reaction SMILES: [CH3:1][C:2]1[CH:11]=[CH:10][C:9]2[C:4](=[C:5]([NH2:13])[C:6]([NH2:12])=[CH:7][CH:8]=2)[N:3]=1.[CH:14]([CH:16]=O)=O>C(O)C>[CH3:1][C:2]1[CH:11]=[CH:10][C:9]2[CH:8]=[CH:7][C:6]3[N:12]=[CH:16][CH:14]=[N:13][C:5]=3[C:4]=2[N:3]=1. Procedure details: To a solution of 2-methylquinoline-7,8-diamine (255 mg, 1.48 mmol) in ethanol (3 mL) was added glyoxal (103 mg, 1.78 mmol). The mixture was stirred at room temperature for 2 h. The mixture was then concentrated to give 9-methylpyrido[2,3-f]quinoxaline as a yellow solid (300 mg). MS (ESI): m/z 196 (M+H)+.